This data is from the Open Reaction Database (ORD), a public repository of structured organic reaction records. The task is: describe an organic reaction: reactants, conditions, products, and yield Starting materials: C1(CCCCC1)N(C1CC2CCC(C1)N2C(=O)OC(C)(C)C)C(=O)N(CC)CC (tert-butyl 3-{cyclohexyl[(diethyl-amino)carbonyl]amino}-8-azabicyclo[3.2.1]octane-8-carboxylate), C(C)NC(=O)NCC (diethylurea). The solvent is C(C)OCC (diethyl ether), Cl (hydrochloric acid). Run at time 16 hour. Yields the product C12CC(CC(CC1)N2)N(C(=O)N(CC)CC)C2CCCCC2 (N-8-azabicyclo[3.2.1]oct-3-yl-N-cyclohexyl-N′,N′-diethylurea). As a reaction SMILES: [CH:1]1([N:7]([C:23]([N:25]([CH2:28][CH3:29])[CH2:26][CH3:27])=[O:24])[CH:8]2[CH2:14][CH:13]3[N:15](C(OC(C)(C)C)=O)[CH:10]([CH2:11][CH2:12]3)[CH2:9]2)[CH2:6][CH2:5][CH2:4][CH2:3][CH2:2]1.C(NC(NCC)=O)C>Cl.C(OCC)C>[CH:10]12[NH:15][CH:13]([CH2:12][CH2:11]1)[CH2:14][CH:8]([N:7]([CH:1]1[CH2:2][CH2:3][CH2:4][CH2:5][CH2:6]1)[C:23]([N:25]([CH2:26][CH3:27])[CH2:28][CH3:29])=[O:24])[CH2:9]2. Procedure details: 3.0 g of tert-butyl 3-{cyclohexyl[(diethyl-amino)carbonyl]amino}-8-azabicyclo[3.2.1]octane-8-carboxylate mixed with diethylurea are placed in 37 ml of 2N hydrochloric acid in diethyl ether. The reaction medium is stirred at ambient temperature for 16 h. After evaporation to dryness, the residue is taken up with a 1N aqueous hydrochloric acid solution. Extraction is carried out with ethyl acetate and a 1N aqueous sodium hydroxide solution is then added up to a pH of 10. Extraction is carried out ... Starting materials: C1(=CC=CC=C1)C(C(=O)O)(C1=CC=CC=C1)C1=CC=CC=C1 (triphenylacetic acid), NCCCN1CCC(CC1)C=1C=C(C=CC1)NC(C(C)C)=O (N-{3-[1-(3-aminopropyl)-4-piperidinyl]phenyl}-2-methylpropanamide). The solvent is C(Cl)(Cl)Cl (CHCl3). Product: CC(C(=O)NC1=CC(=CC=C1)C1CCN(CC1)CCCNC(C(C1=CC=CC=C1)(C1=CC=CC=C1)C1=CC=CC=C1)=O)C (2-METHYL-N-[3-(1-{3-[(TRIPHENYLACETYL)AMINO]PROPYL}-4-PIPERIDINYL)PHENYL]PROPANAMIDE). Reaction SMILES: [C:1]1([C:7]([C:17]2[CH:22]=[CH:21][CH:20]=[CH:19][CH:18]=2)([C:11]2[CH:16]=[CH:15][CH:14]=[CH:13][CH:12]=2)[C:8](O)=[O:9])[CH:6]=[CH:5][CH:4]=[CH:3][CH:2]=1.[NH2:23][CH2:24][CH2:25][CH2:26][N:27]1[CH2:32][CH2:31][CH:30]([C:33]2[CH:34]=[C:35]([NH:39][C:40](=[O:44])[CH:41]([CH3:43])[CH3:42])[CH:36]=[CH:37][CH:38]=2)[CH2:29][CH2:28]1>C(Cl)(Cl)Cl>[CH3:42][CH:41]([CH3:43])[C:40]([NH:39][C:35]1[CH:36]=[CH:37][CH:38]=[C:33]([CH:30]2[CH2:29][CH2:28][N:27]([CH2:26][CH2:25][CH2:24][NH:23][C:8](=[O:9])[C:7]([C:11]3[CH:16]=[CH:15][CH:14]=[CH:13][CH:12]=3)([C:17]3[CH:22]=[CH:21][CH:20]=[CH:19][CH:18]=3)[C:1]3[CH:6]=[CH:5][CH:4]=[CH:3][CH:2]=3)[CH2:32][CH2:31]2)[CH:34]=1)=[O:44]. Reported procedure: Example 59 was prepared from triphenylacetic acid and N-{3-[1-(3-aminopropyl)-4-piperidinyl]phenyl}-2-methylpropanamide according to the procedures described in Scheme 9: 1H NMR (400 MHz, CDCl3) δ 7.40 (d, 2H, J=10.8 Hz), 7.32–7.17 (m, 17H), 6.87 (d, 1H, J=7.7 Hz), 6.32–6.26 (m, 1H), 3.41 (q, 2H, J=6.0 Hz), 2.83 (d, 2H, J=10.5 Hz), 2.48 (quintet, 1H, J=6.7 Hz), 2.43–2.33 (m, 1H), 2.26 (t, 2H, J=6.7 Hz), 1.89 (t, 2H, J=11.5 Hz), 1.73–1.62 (m, 4H), 1.56–1.44 (m, 2H), 1.22 (d, 6H, J=6.7 Hz); ESMS m... Reactants: ClC=1C=CC=2N(N1)C=C(N2)C(=O)Cl (6-Chloroimidazo[1,2-b]pyridazine-2-carbonyl chloride), [N-]=[N+]=[N-].[Na+] (sodium azide), C(=O)(O)[O-].[Na+] (NaHCO3). The solvent is CC(=O)C (acetone). Run at temperature 25 celsius, time 1 hour. The product is N(=[N+]=[N-])C(=O)C=1N=C2N(N=C(C=C2)Cl)C1 (Azido(6-chloroimidazo[1,2-b]pyridazin-2-yl)methanone). As a reaction SMILES: [Cl:1][C:2]1[CH:3]=[CH:4][C:5]2[N:6]([CH:8]=[C:9]([C:11](Cl)=[O:12])[N:10]=2)[N:7]=1.[N-:14]=[N+:15]=[N-:16].[Na+].C([O-])(O)=O.[Na+]>CC(C)=O>[N:14]([C:11]([C:9]1[N:10]=[C:5]2[CH:4]=[CH:3][C:2]([Cl:1])=[N:7][N:6]2[CH:8]=1)=[O:12])=[N+:15]=[N-:16] |f:1.2,3.4|. Procedure: To a solution of 6-chloroimidazo[1,2-b]pyridazine-2-carbonyl chloride from Step 1 (2.2 g, 10 mmol) in acetone (40 mL) was added sodium azide (0.43 g, 6.6 mmol, solution in 1.5 mL H2O). The mixture was stirred at 25° C. for 1 h then poured into aq. NaHCO3. The solid precipitate was collected by careful filtration. The filtercake was not allowed to go dry (solvent-free). The filtercake was washed with benzene (2×50 mL) and then transferred to a 150-mL, round-bottomed flask. To azeotropically remov... Reactants: C1CCCC1 (cyclopentane), C1CCCC1 (cyclopentane), O=O (oxygen), ON1C(CCC1=O)=O (N-hydroxysuccinimide), stainless steel, ON1C(CCC1=O)=O (N-hydroxysuccinimide). Reaction conditions: temperature 150 celsius, time 1 hour. Yields the product C1(CCCC1)=O (cyclopentanone), C1(CCCC1)O (cyclopentanol), C1(CCCC1)OO (cyclopentyl hydroperoxide). As a reaction SMILES: [CH2:1]1[CH2:5][CH2:4][CH2:3][CH2:2]1.[OH:6]N1[C:11](=[O:12])[CH2:10][CH2:9][C:8]1=O.[O:14]=[O:15]>>[C:1]1(=[O:6])[CH2:5][CH2:4][CH2:3][CH2:2]1.[CH:11]1([OH:12])[CH2:10][CH2:9][CH2:8][CH2:1]1.[CH:1]1([O:14][OH:15])[CH2:5][CH2:4][CH2:3][CH2:2]1. Reported procedure: In a 350-ml autoclave made of stainless steel SUS 316 and equipped with a stirrer were placed 80 g (1.14 mol) of cyclopentane and 2 g of a 5 percent by weight N-hydroxysuccinimide aqueous solution which contained 100 mg of N-hydroxysuccinimide dissolved therein, at room temperature (25° C.). The autoclave was hermetically sealed, pressurized to 3 MPa (gauge pressure) with a gaseous mixture of 50 percent by volume oxygen and 50 percent by volume nitrogen, and the aqueous solution therein was stir... Reactants: C(C)(=O)OCC (Ethyl acetate), CC1(C=2C=CC(=CC2C(=CC1)C1=CC=C(C=C1)C)C(=O)OC1=CC=C(C(=O)OCC[Si](C)(C)C)C=C1)C (2-trimethylsilylethyl 4[[(5,6-dihydro-5,5-dimethyl-8-(4-methylphenyl)-2-naphthalenyl)carbonyl]oxy]benzoate), CC1C=2C=CC(=CC2C(=CC1C)C1=CC=C(C=C1)C)C(=O)OC1=CC=C(C(=O)OCC[Si](C)(C)C)C=C1 (2-Trimethylsilvlethyl 4-[[(5,6-dihydro-5,6-dimethyl-8-(4-methylphenyl)-2-naphthalenyl)carbonyl]oxy]-benzoate), [F-].C(CCC)[N+](CCCC)(CCCC)CCCC (tetrabutylammonium flouride), solution. Yields the product CC1(C=2C=CC(=CC2C(=CC1)C1=CC=C(C=C1)C)C(=O)OC1=CC=C(C(=O)O)C=C1)C (4-[[(5,6-Dihydro-5,5-dimethyl-8-(4-methylphenyl)-2-naphthalenyl)carbonyl]oxy]-benzoic acid). Procedure details: A solution of 110.0 mg (0.213 mmol) 2-trimethylsilylethyl 4[[(5,6-dihydro-5,5-dimethyl-8-(4-methylphenyl)-2-naphthalenyl)carbonyl]oxy]benzoate (Compound 38) and 167.3 mg of tetrabutylammonium flouride (0.640 mmol, 0.64 ml of a 1M solution in THF) in 2.0 ml THF was stirred at room temperature for 22 hours. Ethyl acetate was added and the resulting solution washed with H2O and saturated aqueous NaCl then dried over MgSO4. Removal of the solvents under reduced pressure and washing of the residual s... Solvent: C1CCOC1 (THF), C1CCOC1 (THF). Reaction SMILES: [CH3:1][C:2]1([CH3:37])[CH2:11][CH:10]=[C:9]([C:12]2[CH:17]=[CH:16][C:15]([CH3:18])=[CH:14][CH:13]=2)[C:8]2[CH:7]=[C:6]([C:19]([O:21][C:22]3[CH:36]=[CH:35][C:25]([C:26]([O:28]CC[Si](C)(C)C)=[O:27])=[CH:24][CH:23]=3)=[O:20])[CH:5]=[CH:4][C:3]1=2.CC1C(C)C=C(C2C=CC(C)=CC=2)C2C=C(C(OC3C=CC(C(OCC[Si](C)(C)C)=O)=CC=3)=O)C=CC1=2.[F-].C([N+](CCCC)(CCCC)CCCC)CCC.C(OCC)(=O)C>C1COCC1>[CH3:1][C:2]1([CH3:37])[CH2:11][CH:10]=[C:9]([C:12]2[CH:17]=[CH:16][C:15]([CH3:18])=[CH:14][CH:13]=2)[C:8]2[CH:7]=[C:6]([C:19]([O:21][C:22]3[CH:23]=[CH:24][C:25]([C:26]([OH:28])=[O:27])=[CH:35][CH:36]=3)=[O:20])[CH:5]=[CH:4][C:3]1=2 |f:2.3|.